Dataset: the Open Reaction Database (ORD), a public repository of structured organic reaction records. Task: describe an organic reaction: reactants, conditions, products, and yield Starting materials: C[Si](C)(C)[N-][Si](C)(C)C.[K+] (potassium bis(trimethylsilyl)amide), COC=1C=C2C=3CC(CCC3NC2=CC1)NC(C(C)C)=O (N-(6-methoxy-2,3,4,9-tetrahydro-1H-carbazol-3-yl)-isobutyramide), ClC1=C(CBr)C=CC=C1 (2-chlorobenzylbromide). Solvent: O1CCCC1 (tetrahydrofuran). Conditions: time 25 minute. Yields the product ClC1=C(CN2C3=CC=C(C=C3C=3CC(CCC23)NC(C(C)C)=O)OC)C=CC=C1 (N-[9-(2-Chloro-benzyl)-6-methoxy-2,3,4,9-tetrahydro-1H-carbazol-3-yl]-isobutyramide). The yield is 68.8%. RXN SMILES: [CH3:1][O:2][C:3]1[CH:4]=[C:5]2[C:13](=[CH:14][CH:15]=1)[NH:12][C:11]1[CH2:10][CH2:9][CH:8]([NH:16][C:17](=[O:21])[CH:18]([CH3:20])[CH3:19])[CH2:7][C:6]2=1.C[Si]([N-][Si](C)(C)C)(C)C.[K+].[Cl:32][C:33]1[CH:40]=[CH:39][CH:38]=[CH:37][C:34]=1[CH2:35]Br>O1CCCC1>[Cl:32][C:33]1[CH:40]=[CH:39][CH:38]=[CH:37][C:34]=1[CH2:35][N:12]1[C:11]2[CH2:10][CH2:9][CH:8]([NH:16][C:17](=[O:21])[CH:18]([CH3:19])[CH3:20])[CH2:7][C:6]=2[C:5]2[C:13]1=[CH:14][CH:15]=[C:3]([O:2][CH3:1])[CH:4]=2 |f:1.2|. Procedure details: Dissolve N-(6-methoxy-2,3,4,9-tetrahydro-1H-carbazol-3-yl)-isobutyramide (Preparation 6) (100 mg, 0.35 mmol) in anhydrous tetrahydrofuran (4 mL) under nitrogen. Add dropwise potassium bis(trimethylsilyl)amide (0.77 mL, 0.385 mmol, 0.5N in toluene) and stir 25 min. Add slowly 2-chlorobenzylbromide (0.050 mL, 0.385 mmol) and stir at ambient temperature for 18 h. Quench with saturated ammonium chloride solution (0.5 mL) and dilute with a volume of dichloromethane and water (1 mL). Pass over a Varia... Reactants: C(C)OC(C(C(=O)O)CCCCOC1CCCCC1)=O ([4-(cyclohexyloxy)-butyl]-malonic acid ethyl ester), C=O (paraformaldehyde), N1CCCCC1 (piperidine). The solvent is N1=CC=CC=C1 (pyridine). The product is C(C)OC(C(CCCCOC1CCCCC1)=C)=O (6-Cyclohexyloxy-2-methylenehexanoic acid ethyl ester). Reaction SMILES: [CH2:1]([O:3][C:4](=[O:20])[CH:5]([CH2:9][CH2:10][CH2:11][CH2:12][O:13][CH:14]1[CH2:19][CH2:18][CH2:17][CH2:16][CH2:15]1)[C:6](O)=O)[CH3:2].C=O.N1CCCCC1>N1C=CC=CC=1>[CH2:1]([O:3][C:4](=[O:20])[C:5](=[CH2:6])[CH2:9][CH2:10][CH2:11][CH2:12][O:13][CH:14]1[CH2:15][CH2:16][CH2:17][CH2:18][CH2:19]1)[CH3:2]. Reported procedure: 4.9 g of 6-cyclohexyloxy-2-methylenehexanoic acid ethyl ester, in the form of a colourless oil, which is purified by chromatography on silica gel (migrating agent: 90:10 petroleum ether/ethyl acetate), are obtained by the procedure described in Example (1b) from 7.4 g of [4-(cyclohexyloxy)-butyl]-malonic acid ethyl ester, 0.85 g of paraformaldehyde, 5.2 ml of pyridine and 0.3 ml of piperidine. Reactants: CC(C)C(C(C)C)N (2,4-dimethylpentan-3-amine), FC1=C(C(=C(C(=C1F)C(=O)O)F)F)C (2,3,5,6-tetrafluoro-p-toluic acid). Product: CC(C)C(C(C)C)NC(C1=C(C(=C(C(=C1F)F)C)F)F)=O (N-(2,4-dimethylpentan-3-yl)-2,3,5,6-tetrafluoro-4-methylbenzamide). RXN SMILES: [CH3:1][CH:2]([CH:4]([NH2:8])[CH:5]([CH3:7])[CH3:6])[CH3:3].[F:9][C:10]1[C:15]([F:16])=[C:14]([C:17](O)=[O:18])[C:13]([F:20])=[C:12]([F:21])[C:11]=1[CH3:22]>>[CH3:1][CH:2]([CH:4]([NH:8][C:17](=[O:18])[C:14]1[C:13]([F:20])=[C:12]([F:21])[C:11]([CH3:22])=[C:10]([F:9])[C:15]=1[F:16])[CH:5]([CH3:7])[CH3:6])[CH3:3]. Reported procedure: Prepared in a similar manner to Example 162 using 2,4-dimethylpentan-3-amine and 2,3,5,6-tetrafluoro-p-toluic acid (90%). 1H NMR (CDCl3) δ 0.91 (d, J=6.7 Hz, 6H), 1.00 (d, J=6.8 Hz, 6H), 1.85 (m, 2H), 2.29 (m, 3H), 3.82 (m, 1H), 5.52 (bd, 1H). MS (306.1, M+H) m. p. 184-187° C. The reactants are ClC1=C(OC2=CC=C3C=NN(C3=C2)C(C(=O)OCC)C)C(=CC(=C1)C(F)(F)F)F (Ethyl 2-[6-(2-chloro-6-fluoro-4-trifluoromethylphenoxy)indazol-1-yl]propionate), Example 2, [OH-].[Na+] (sodium hydroxide). Run in C1CCOC1 (THF), C(C)(C)O (isopropanol). Run at time 8 hour. The product is ClC1=C(OC2=CC=C3C=NN(C3=C2)C(C(=O)O)C)C(=CC(=C1)C(F)(F)F)F (2-[6-(2-chloro-6-fluoro-4-trifluoromethylphenoxy) indazol-1-yl]propionic acid). RXN SMILES: [Cl:1][C:2]1[CH:24]=[C:23]([C:25]([F:28])([F:27])[F:26])[CH:22]=[C:21]([F:29])[C:3]=1[O:4][C:5]1[CH:13]=[C:12]2[C:8]([CH:9]=[N:10][N:11]2[CH:14]([CH3:20])[C:15]([O:17]CC)=[O:16])=[CH:7][CH:6]=1.[OH-].[Na+]>C1COCC1.C(O)(C)C>[Cl:1][C:2]1[CH:24]=[C:23]([C:25]([F:26])([F:27])[F:28])[CH:22]=[C:21]([F:29])[C:3]=1[O:4][C:5]1[CH:13]=[C:12]2[C:8]([CH:9]=[N:10][N:11]2[CH:14]([CH3:20])[C:15]([OH:17])=[O:16])=[CH:7][CH:6]=1 |f:1.2|. Procedure: Ethyl 2-[6-(2-chloro-6-fluoro-4-trifluoromethylphenoxy)indazol-1-yl]propionate prepared as described in Example 2 (30 mgs) was dissolved in THF (0.1 cm3) and isopropanol (0.28 cm3). 1.73M sodium hydroxide (0.04 cm3) was added and the mixture stirred at room temperature for 8 hours and left to stand overnight. The solvent was removed under vacuum and the residue dissolved in water (2 cm3). 2M hydrocloric acid (0.035 cm3) was added dropwise with stirring. After 1.5 hours the solid product was filt... Starting materials: CCOC(=O)C(OCC)C(O)c1ccc(OCc2ccccc2)cc1C, CN(C)C=O, [Na+], O=C([O-])O, O=S(=O)(O)O. The product is CCOC(=O)C(=Cc1ccc(OCc2ccccc2)cc1C)OCC. RXN SMILES: [CH2:1]([CH3:2])[O:3][C:4]([CH:5]([CH:6]([OH:7])[c:8]1[c:9]([CH3:22])[cH:10][c:11]([O:14][CH2:15][c:16]2[cH:17][cH:18][cH:19][cH:20][cH:21]2)[cH:12][cH:13]1)[O:23][CH2:24][CH3:25])=[O:26].[CH3:37][N:38]([CH3:39])[CH:40]=[O:41].[Na+:36].[O-:32][C:33]([OH:34])=[O:35].[S:27](=[O:28])(=[O:29])([OH:30])[OH:31]>>[CH2:1]([CH3:2])[O:3][C:4]([C:5](=[CH:6][c:8]1[c:9]([CH3:22])[cH:10][c:11]([O:14][CH2:15][c:16]2[cH:17][cH:18][cH:19][cH:20][cH:21]2)[cH:12][cH:13]1)[O:23][CH2:24][CH3:25])=[O:26]. The reactants are Amidine, ClP(C(C)C)C(C)C (chlorodiisopropylphosphine), O1CCN(CC1)CCNC(C1=CC=CC=C1)=N (N1-(2-morpholinoethyl)benzamidine), C(CCC)[Li] (butyllithium). Product: C(C)(C)P(N=C(C1=CC=CC=C1)NCCN1CCOCC1)C(C)C (N2-(diisopropylphosphino)-N1-(2-morpholinoethyl)benzamidine). Reaction SMILES: [O:1]1[CH2:6][CH2:5][N:4]([CH2:7][CH2:8][NH:9][C:10](=[NH:17])[C:11]2[CH:16]=[CH:15][CH:14]=[CH:13][CH:12]=2)[CH2:3][CH2:2]1.C([Li])CCC.Cl[P:24]([CH:28]([CH3:30])[CH3:29])[CH:25]([CH3:27])[CH3:26]>>[CH:25]([P:24]([CH:28]([CH3:30])[CH3:29])[N:17]=[C:10]([NH:9][CH2:8][CH2:7][N:4]1[CH2:3][CH2:2][O:1][CH2:6][CH2:5]1)[C:11]1[CH:16]=[CH:15][CH:14]=[CH:13][CH:12]=1)([CH3:27])[CH3:26]. Procedure: Procedure as described for NP Amidine XVII using the following amounts: 0.956 g of N1-(2-morpholinoethyl)benzamidine (Amidine XV, 5.0 mmol), 2.50 mL of 2.0 M butyllithium (5.0 mmol), 0.80 mL chlorodiisopropylphosphine (5.0 mmol). After filtration to remove lithium chloride and removal of solvent, a yellow oil was isolated (1.71 g, 98%). Starting materials: solution, C(CCCC)C12CCC(CC1)(CC2)C(=O)NN (4-pentylbicyclo[2.2.2]octane-1-carbohydrazide), COC=1CCCCCCN1 (8-methoxy-2,3,4,5,6,7-hexahydroazocine). Run in CN(C)C=O (DMF). Run at temperature 130 celsius. Yields the product C(CCCC)C12CCC(CC1)(CC2)C2=NN=C1N2CCCCCC1 (3-(4-pentylbicyclo[2.2.2]oct-1-yl)-5,6,7,8,9,10-hexahydro[1,2,4]triazolo[4,3-a]azocine). As a reaction SMILES: [CH2:1]([C:6]12[CH2:13][CH2:12][C:9]([C:14]([NH:16][NH2:17])=O)([CH2:10][CH2:11]1)[CH2:8][CH2:7]2)[CH2:2][CH2:3][CH2:4][CH3:5].CO[C:20]1[CH2:21][CH2:22][CH2:23][CH2:24][CH2:25][CH2:26][N:27]=1>CN(C=O)C>[CH2:1]([C:6]12[CH2:13][CH2:12][C:9]([C:14]3[N:27]4[CH2:26][CH2:25][CH2:24][CH2:23][CH2:22][CH2:21][C:20]4=[N:17][N:16]=3)([CH2:10][CH2:11]1)[CH2:8][CH2:7]2)[CH2:2][CH2:3][CH2:4][CH3:5]. Procedure: To 0.700 mL of the 0.3 M solution of 4-pentylbicyclo[2.2.2]octane-1-carbohydrazide in DMF (crude, prepared as in step A above) was added 8-methoxy-2,3,4,5,6,7-hexahydroazocine (29.6 mg, 1 eq) and the reaction was heated to 130° C. overnight. After this time the solvent was removed under reduced pressure and the residue was chromatographed on C-18 reverse phase (gradient 90% water to 100% acetonitrile, 0.1% TFA). The fractions containing the compound were determined by LCMS, added to 200 mL of me... Starting materials: [H-].[Na+] (NaH), COC1=CC=C(C=C1)C1=CC(=NN1)C (5-(4-Methoxyphenyl)-3-methyl-1H-pyrazole), ClC1=C(C(=O)N[C@@H]2CC[C@H](CC2)COS(=O)(=O)C)C=C(C=C1)C(F)(F)F (Trans-methanesulfonic acid 4-(2-chloro-5-trifluoromethyl-benzoylamino)-cyclohexylmethyl ester), ClC1=C(C(=O)N[C@@H]2CC[C@H](CC2)COS(=O)(=O)C)C=C(C=C1)C(F)(F)F (Trans-methanesulfonic acid 4-(2-chloro-5-trifluoromethyl-benzoylamino)-cyclohexylmethyl ester). The solvent is CN(C)C=O (DMF), CCOC(=O)C.O (EtOAc H2O). Conditions: time 10 minute. Yields the product ClC1=C(C(=O)N[C@@H]2CC[C@H](CC2)CN2N=C(C=C2C)C2=CC=C(C=C2)OC)C=C(C=C1)C(F)(F)F (Trans-2-Chloro-N-{4-[3-(4-methoxy-phenyl)-5-methyl-pyrazol-1-ylmethyl]-cyclohexyl}-5-trifluoromethyl-benzamide). Reaction SMILES: [CH3:1][O:2][C:3]1[CH:8]=[CH:7][C:6]([C:9]2[NH:13][N:12]=[C:11]([CH3:14])[CH:10]=2)=[CH:5][CH:4]=1.[H-].[Na+].[Cl:17][C:18]1[CH:38]=[CH:37][C:36]([C:39]([F:42])([F:41])[F:40])=[CH:35][C:19]=1[C:20]([NH:22][C@H:23]1[CH2:28][CH2:27][C@H:26]([CH2:29]OS(C)(=O)=O)[CH2:25][CH2:24]1)=[O:21]>CN(C=O)C.CCOC(C)=O.O>[Cl:17][C:18]1[CH:38]=[CH:37][C:36]([C:39]([F:40])([F:41])[F:42])=[CH:35][C:19]=1[C:20]([NH:22][C@H:23]1[CH2:28][CH2:27][C@H:26]([CH2:29][N:12]2[C:11]([CH3:14])=[CH:10][C:9]([C:6]3[CH:5]=[CH:4][C:3]([O:2][CH3:1])=[CH:8][CH:7]=3)=[N:13]2)[CH2:25][CH2:24]1)=[O:21] |f:1.2,5.6|. Reported procedure: 5-(4-Methoxyphenyl)-3-methyl-1H-pyrazole (91 mg, 0.483 mmol) was dissolved in dry DMF (2 ml). The flask was flushed with N2 and the solution was treated with NaH (BO % in mineral oil) (19.33 mg, 0.483 mmol) and stirred at RT for ˜10 mins. Trans-methanesulfonic acid 4-(2-chloro-5-trifluoromethyl-benzoylamino)-cyclohexylmethyl ester (Intermediate G) (100 mg, 0.242 mmol) was added and the mixture was heated to 50° C. for 4 hours. After cooling to RT, the mixture was diluted with EtOAc/H2O (20 ml) a... The reactants are Cl.NCC1=NN=C(S1)S (5-aminomethyl-1,3,4-thiadiazole-2-thiol hydrochloride), C(C)(C)(C)OC(=O)N=[N+]=[N-] (t-butoxycarbonyl azide). Solvent: O (water), O1CCOCC1 (dioxane), C(C)N(CC)CC (triethylamine), O1CCOCC1 (dioxane). Conditions: time 24 hour. The product is C(C)(C)(C)OC(=O)NCC1=NN=C(S1)S (5-t-butoxycarbonylaminomethyl-1,3,4-thiadiazole-2-thiol). Isolated yield 65.2%. As a reaction SMILES: Cl.[NH2:2][CH2:3][C:4]1[S:8][C:7]([SH:9])=[N:6][N:5]=1.[C:10]([O:14][C:15](N=[N+]=[N-])=[O:16])([CH3:13])([CH3:12])[CH3:11]>O.O1CCOCC1.C(N(CC)CC)C>[C:10]([O:14][C:15]([NH:2][CH2:3][C:4]1[S:8][C:7]([SH:9])=[N:6][N:5]=1)=[O:16])([CH3:13])([CH3:12])[CH3:11] |f:0.1|. Reported procedure: To a mixture of 5-aminomethyl-1,3,4-thiadiazole-2-thiol hydrochloride (5.5 g) in water (50 ml), dioxane (50 ml) and triethylamine (15 ml) was added t-butoxycarbonyl azide (5.6 g) and the mixture was stirred for 24 hours at 40° to 45° C. After the reaction was over, the dioxane was distilled off under reduced pressure. The residue was adjusted to pH2 with 10% hydrochloric acid and extracted twice with ethyl acetate. The extract was washed with a saturated aqueous solution of sodium chloride and t...